Dataset: the Open Reaction Database (ORD), a public repository of structured organic reaction records. Task: describe an organic reaction: reactants, conditions, products, and yield Reaction conditions: time 15 minute. The reactants are N(=NC(=O)OCC)C(=O)OCC (Diethyl azodicarboxylate), ClC1=CC=C2C(=C1NC1=NC=NC3=CC(=C(C=C13)OC)O)OCO2 (4-(6-chloro-2,3-methylenedioxyanilino)-7-hydroxy-6-methoxyquinazoline), OCCN1CCCC1 (N-(2-hydroxyethyl)pyrrolidine), C1(=CC=CC=C1)P(C1=CC=CC=C1)C1=CC=CC=C1 (triphenylphosphine). As a reaction SMILES: N(C(OCC)=O)=NC(OCC)=O.[Cl:13][C:14]1[C:19]([NH:20][C:21]2[C:30]3[C:25](=[CH:26][C:27]([OH:33])=[C:28]([O:31][CH3:32])[CH:29]=3)[N:24]=[CH:23][N:22]=2)=[C:18]2[O:34][CH2:35][O:36][C:17]2=[CH:16][CH:15]=1.O[CH2:38][CH2:39][N:40]1[CH2:44][CH2:43][CH2:42][CH2:41]1.C1(P(C2C=CC=CC=2)C2C=CC=CC=2)C=CC=CC=1>C(Cl)Cl>[Cl:13][C:14]1[C:19]([NH:20][C:21]2[C:30]3[C:25](=[CH:26][C:27]([O:33][CH2:38][CH2:39][N:40]4[CH2:44][CH2:43][CH2:42][CH2:41]4)=[C:28]([O:31][CH3:32])[CH:29]=3)[N:24]=[CH:23][N:22]=2)=[C:18]2[O:34][CH2:35][O:36][C:17]2=[CH:16][CH:15]=1. The product is ClC1=CC=C2C(=C1NC1=NC=NC3=CC(=C(C=C13)OC)OCCN1CCCC1)OCO2 (4-(6-chloro-2,3-methylenedioxyanilino)-6-methoxy-7-(2-pyrrolidin-1-ylethoxy)quinazoline). Yield: 12.9%. Run in C(Cl)Cl (methylene chloride). Procedure: Diethyl azodicarboxylate (0.182 ml) was added dropwise to a stirred mixture of 4-(6-chloro-2,3-methylenedioxyanilino)-7-hydroxy-6-methoxyquinazoline (0.2 g), N-(2-hydroxyethyl)pyrrolidine (0.086 g), triphenylphosphine (0.303 g) and methylene chloride (3 ml) and the reaction mixture was stirred at ambient temperature for 15 minutes. The reaction mixture was evaporated and the residue was purified by column chromatography on silica using a 45:4:1 mixture of methylene chloride, methanol and a satur... Starting materials: O=C=Nc1c(Cl)cccc1Cl, ClCCl, COC(=O)C(N)Cc1ccc2nc(-c3c(Cl)cccc3Cl)ccc2c1. Product: COC(=O)C(Cc1ccc2nc(-c3c(Cl)cccc3Cl)ccc2c1)NC(=O)Nc1c(Cl)cccc1Cl. As a reaction SMILES: [Cl:26][c:27]1[c:28]([N:34]=[C:35]=[O:36])[c:29]([Cl:33])[cH:30][cH:31][cH:32]1.[Cl:37][CH2:38][Cl:39].[NH2:1][CH:2]([C:3](=[O:4])[O:5][CH3:6])[CH2:7][c:8]1[cH:9][c:10]2[cH:11][cH:12][c:13](-[c:18]3[c:19]([Cl:25])[cH:20][cH:21][cH:22][c:23]3[Cl:24])[n:14][c:15]2[cH:16][cH:17]1>>[NH:1]([CH:2]([C:3](=[O:4])[O:5][CH3:6])[CH2:7][c:8]1[cH:9][c:10]2[cH:11][cH:12][c:13](-[c:18]3[c:19]([Cl:25])[cH:20][cH:21][cH:22][c:23]3[Cl:24])[n:14][c:15]2[cH:16][cH:17]1)[C:35]([NH:34][c:28]1[c:27]([Cl:26])[cH:32][cH:31][cH:30][c:29]1[Cl:33])=[O:36]. Reactants: CCOC(=O)C=CCC(C)(C)NC(=O)OC(C)(C)C, [Li+], C1COCCO1, [OH-], O. Yields the product CC(C)(CC=CC(=O)O)NC(=O)OC(C)(C)C. RXN SMILES: [C:1]([CH3:2])([CH3:3])([CH3:4])[O:5][C:6](=[O:7])[NH:8][C:9]([CH2:10][CH:11]=[CH:12][C:13](=[O:14])[O:15][CH2:16][CH3:17])([CH3:18])[CH3:19].[Li+:20].[O:22]1[CH2:23][CH2:24][O:25][CH2:26][CH2:27]1.[OH-:21].[OH2:28]>>[C:1]([CH3:2])([CH3:3])([CH3:4])[O:5][C:6](=[O:7])[NH:8][C:9]([CH2:10][CH:11]=[CH:12][C:13](=[O:14])[OH:15])([CH3:18])[CH3:19]. The solvent is C(C)O (ethanol), C(C)OCC (diethyl ether). The yield is 70.2%. Reported procedure: A solution of 4-bromophenylhydrazine (2.76 g, 14.7 mmol) and ethyl (ethoxymethylene)cyanoacetate (2.50 g, 14.8 mmol) in ethanol (15 mL) was heated at reflux for 2 hours. Upon cooling, a tan precipitate formed. The suspension was diluted with diethyl ether and suction filtered to remove solid. The filtercake was rinsed with diethyl ether and vacuum oven dried to afford 3.20 g (70%) of product as a tan solid: 1H NMR (CDCl3) d 7.79 (s, 1H), 7.64 (d, J=8.7 Hz, 2H), 7.45 (d, J=8.7 Hz, 2H), 5.30 (s, 2... Reactants: BrC1=CC=C(C=C1)NN (4-bromophenylhydrazine), C(C)OC=C(C(=O)OCC)C#N (ethyl (ethoxymethylene)cyanoacetate). Yields the product C(C)OC(=O)C=1C=NN(C1N)C1=CC=C(C=C1)Br (5-Amino-1-(4-bromo-phenyl)-1H-pyrazole-4-carboxylic acid ethyl ester). As a reaction SMILES: [Br:1][C:2]1[CH:7]=[CH:6][C:5]([NH:8][NH2:9])=[CH:4][CH:3]=1.C(O[CH:13]=[C:14]([C:20]#[N:21])[C:15]([O:17][CH2:18][CH3:19])=[O:16])C>C(O)C.C(OCC)C>[CH2:18]([O:17][C:15]([C:14]1[CH:13]=[N:9][N:8]([C:5]2[CH:6]=[CH:7][C:2]([Br:1])=[CH:3][CH:4]=2)[C:20]=1[NH2:21])=[O:16])[CH3:19]. The reactants are Clc1cc(CBr)ccc1Br, CC[N+](CC)(CC)Cc1ccccc1, ClC(Cl)Cl, [Cl-], N#C[Na], O. Yields the product N#CCc1ccc(Br)c(Cl)c1. RXN SMILES: [Br:4][c:5]1[c:6]([Cl:13])[cH:7][c:8]([CH2:11][Br:12])[cH:9][cH:10]1.[CH2:16]([N+:17]([CH2:18][CH3:19])([CH2:20][CH3:21])[CH2:22][CH3:23])[c:24]1[cH:25][cH:26][cH:27][cH:28][cH:29]1.[CH:30]([Cl:31])([Cl:32])[Cl:33].[Cl-:15].[Na:1][C:2]#[N:3].[OH2:14]>>[C:2](#[N:3])[CH2:11][c:8]1[cH:7][c:6]([Cl:13])[c:5]([Br:4])[cH:10][cH:9]1.